From a dataset of the Open Reaction Database (ORD), a public repository of structured organic reaction records. describe an organic reaction: reactants, conditions, products, and yield The reactants are CC(CC1=CC=CC=C1)Cl (α-methylphenethylchloride), C1=NC=CC2=CC=CC=C12 (isoquinoline), [OH-].[Na+] (sodium hydroxide), C(CC)#N (propionitrile), C(C)C1NC(CC2=CC=CC=C12)C (1-ethyl-3-methyl-1,2,3,4-tetrahydroisoquinoline), ClC(C(=O)Cl)Cl (dichloro-acetyl chloride). Run in O (water), C(Cl)Cl (methylene chloride). Product: ClC(C(=O)N1C(C2=CC=CC=C2CC1C)CC)Cl (2-(Dichloroacetyl)-1-ethyl-3-methyl-1,2,3,4-tetrahydroisoquinoline). As a reaction SMILES: CC(Cl)CC1C=CC=CC=1.C(#N)CC.[CH2:15]([CH:17]1[C:26]2[C:21](=[CH:22][CH:23]=[CH:24][CH:25]=2)[CH2:20][CH:19]([CH3:27])[NH:18]1)[CH3:16].C1C2C(=CC=CC=2)C=CN=1.[OH-].[Na+].[Cl:40][CH:41]([Cl:45])[C:42](Cl)=[O:43]>O.C(Cl)Cl>[Cl:40][CH:41]([Cl:45])[C:42]([N:18]1[CH:19]([CH3:27])[CH2:20][C:21]2[C:26](=[CH:25][CH:24]=[CH:23][CH:22]=2)[CH:17]1[CH2:15][CH3:16])=[O:43] |f:4.5|. Procedure: By procedures described in Example 1, α-methylphenethylchloride and propionitrile were converted to 1-ethyl-3-methyl-1,2,3,4-tetrahydroisoquinoline. A reaction vessel was charged with 4 g of this isoquinoline compound, 10 ml 10% sodium hydroxide and 50 ml methylene chloride. With this mixture stirred, 1.1 equivalents dichloro-acetyl chloride was added dropwise to the mixture. The mixture was stirred for 15 minutes, then water was added. The organic extract was dried with magnesium aulfate, and s... Starting materials: NC=1C=C2C(=C(C=NC2=CC1N1CCC(CC1)N1CCCC1)C#N)NC1=CC(=C(C=C1)SC=1N(C=CN1)C)Cl (6-amino-4-[3-chloro-4-(1-methyl-1H-imidazole-2-ylsulfanyl)phenylamino]-7-(4-pyrrolidin-1-yl-piperidin-1-yl)quinoline-3-carbonitrile), C(C)N(C1=CC=CC=C1)CC (N,N-diethyl aniline), C(C)(=O)Cl (acetyl chloride), CN1C(CCC1)=O (1-methyl 2-pyrrolidinone). Run at time 4 hour. The product is C(C)(=O)N(C(C)=O)C=1C=C2C(=C(C=NC2=CC1N1CCC(CC1)N1CCCC1)C#N)NC1=CC(=C(C=C1)SC=1N(C=CN1)C)Cl (N-acetyl-N-[4-[3-chloro-4-(1-methyl-1H-imidazole-2-ylsulfanyl)-phenylamino]-3-cyano-7-(4-pyrrolidin-1-yl-piperidin-1-yl)quinolin-6-yl]acetamide). Reaction SMILES: [NH2:1][C:2]1[CH:3]=[C:4]2[C:9](=[CH:10][C:11]=1[N:12]1[CH2:17][CH2:16][CH:15]([N:18]3[CH2:22][CH2:21][CH2:20][CH2:19]3)[CH2:14][CH2:13]1)[N:8]=[CH:7][C:6]([C:23]#[N:24])=[C:5]2[NH:25][C:26]1[CH:31]=[CH:30][C:29]([S:32][C:33]2[N:34]([CH3:38])[CH:35]=[CH:36][N:37]=2)=[C:28]([Cl:39])[CH:27]=1.C(N(CC)C1C=CC=CC=1)C.[C:51](Cl)(=[O:53])[CH3:52].CN1CC[CH2:58][C:57]1=[O:61]>>[C:51]([N:1]([C:2]1[CH:3]=[C:4]2[C:9](=[CH:10][C:11]=1[N:12]1[CH2:13][CH2:14][CH:15]([N:18]3[CH2:19][CH2:20][CH2:21][CH2:22]3)[CH2:16][CH2:17]1)[N:8]=[CH:7][C:6]([C:23]#[N:24])=[C:5]2[NH:25][C:26]1[CH:31]=[CH:30][C:29]([S:32][C:33]2[N:34]([CH3:38])[CH:35]=[CH:36][N:37]=2)=[C:28]([Cl:39])[CH:27]=1)[C:57](=[O:61])[CH3:58])(=[O:53])[CH3:52]. Reported procedure: To a cold (0° C.-5° C.) solution of 1.2 g (2.14 mmol) of 6-amino-4-[3-chloro-4-(1-methyl-1H-imidazole-2-ylsulfanyl)phenylamino]-7-(4-pyrrolidin-1-yl-piperidin-1-yl)quinoline-3-carbonitrile and 3.6 ml (22.6 mmol) of N,N-diethyl aniline in 18 mL of 1-methyl 2-pyrrolidinone is added dropwise 1.6 ml (21.2 mmol) of acetyl chloride. The resulting mixture is stirred at room temperature for 4 hours. The solvent is removed in vacuo to yield a residue, which is triturated with ether. A saturated solution ... Starting materials: CCOC(=O)CBr, O=c1[nH]ncc(Br)c1Br, O=C([O-])[O-], CCOC(C)=O, CN(C)C=O, [K+], [K+]. The product is CCOC(=O)Cn1ncc(Br)c(Br)c1=O. RXN SMILES: [Br:10][CH2:11][C:12](=[O:13])[O:14][CH2:15][CH3:16].[Br:1][c:2]1[c:3](=[O:9])[nH:4][n:5][cH:6][c:7]1[Br:8].[C:17](=[O:18])([O-:19])[O-:20].[CH3:23][CH2:24][O:25][C:26](=[O:27])[CH3:28].[CH3:29][N:30]([CH3:31])[CH:32]=[O:33].[K+:21].[K+:22]>>[Br:1][c:2]1[c:3](=[O:9])[n:4]([CH2:11][C:12](=[O:13])[O:14][CH2:15][CH3:16])[n:5][cH:6][c:7]1[Br:8]. Starting materials: CCNCC1CCNC1, O=C(O)c1c2n(c3cc(Cl)c(F)cc3c1=O)CCS2, c1ccncc1. Yields the product CCNCC1CCN(c2cc3c(cc2F)c(=O)c(C(=O)O)c2n3CCS2)C1. Reaction SMILES: [CH2:20]([CH3:21])[NH:22][CH2:23][CH:24]1[CH2:25][NH:26][CH2:27][CH2:28]1.[Cl:1][c:2]1[c:3]([F:19])[cH:4][c:5]2[c:6](=[O:18])[c:7]([C:15](=[O:16])[OH:17])[c:8]3[n:9]([c:10]2[cH:11]1)[CH2:12][CH2:13][S:14]3.[cH:29]1[cH:30][cH:31][n:32][cH:33][cH:34]1>>[c:2]1([N:26]2[CH2:25][CH:24]([CH2:23][NH:22][CH2:20][CH3:21])[CH2:28][CH2:27]2)[c:3]([F:19])[cH:4][c:5]2[c:6](=[O:18])[c:7]([C:15](=[O:16])[OH:17])[c:8]3[n:9]([c:10]2[cH:11]1)[CH2:12][CH2:13][S:14]3. Product: CC(C)(C)OC(=O)N1CCC2(CCC(Oc3ccc(Cl)c(Cl)c3)CC2)CC1. Starting materials: CC(C)(C)OC(=O)N1CCC2(CCC(O)CC2)CC1, CCOCC, Oc1ccc(Cl)c(Cl)c1, c1ccc(P(c2ccccc2)c2ccccc2)cc1. Reaction SMILES: [C:29]([CH3:30])([CH3:31])([CH3:32])[O:33][C:34](=[O:35])[N:36]1[CH2:37][CH2:38][C:39]2([CH2:40][CH2:41]1)[CH2:42][CH2:43][CH:44]([OH:47])[CH2:45][CH2:46]2.[CH3:48][CH2:49][O:50][CH2:51][CH3:52].[Cl:20][c:21]1[cH:22][c:23]([OH:28])[cH:24][cH:25][c:26]1[Cl:27].[c:1]1([P:2]([c:3]2[cH:4][cH:5][cH:6][cH:7][cH:8]2)[c:9]2[cH:10][cH:11][cH:12][cH:13][cH:14]2)[cH:15][cH:16][cH:17][cH:18][cH:19]1>>[Cl:20][c:21]1[cH:22][c:23]([O:28][CH:44]2[CH2:43][CH2:42][C:39]3([CH2:38][CH2:37][N:36]([C:34]([O:33][C:29]([CH3:30])([CH3:31])[CH3:32])=[O:35])[CH2:41][CH2:40]3)[CH2:46][CH2:45]2)[cH:24][cH:25][c:26]1[Cl:27]. Reactants: CC(C)(C)OC(=O)c1c(NC(=O)Cn2nc(C(F)(F)F)c3c2CCCC3)sc2c1CCCC2, ClCCl, O=C(O)C(F)(F)F. The product is O=C(Cn1nc(C(F)(F)F)c2c1CCCC2)Nc1sc2c(c1C(=O)O)CCCC2. Reaction SMILES: [C:1]([CH3:2])([CH3:3])([CH3:4])[O:5][C:6](=[O:7])[c:8]1[c:9]2[c:10]([s:11][c:12]1[NH:13][C:14]([CH2:15][n:16]1[n:17][c:18]([C:25]([F:26])([F:27])[F:28])[c:19]3[c:24]1[CH2:23][CH2:22][CH2:21][CH2:20]3)=[O:29])[CH2:30][CH2:31][CH2:32][CH2:33]2.[Cl:34][CH2:35][Cl:36].[F:37][C:38]([F:39])([F:40])[C:41]([OH:42])=[O:43]>>[O:5]=[C:6]([OH:7])[c:8]1[c:9]2[c:10]([s:11][c:12]1[NH:13][C:14]([CH2:15][n:16]1[n:17][c:18]([C:25]([F:26])([F:27])[F:28])[c:19]3[c:24]1[CH2:23][CH2:22][CH2:21][CH2:20]3)=[O:29])[CH2:30][CH2:31][CH2:32][CH2:33]2. The reactants are CC1=C(C(=CC=C1)C)NC1=NN(C2=NC(=NC=C21)NC2=CC=CC=C2)CCC(CO)O (4-(3-(2,6-dimethylphenylamino)-6-(phenylamino)-1H-pyrazolo[3,4-d]pyrimidin-1-yl)butane-1,2-diol), NaIO4. The solvent is CC(=O)C (acetone), O (water), C(Cl)Cl (CH2Cl2). Reaction conditions: time 6 hour. Yields the product CC1=C(C(=CC=C1)C)NC1=NN(C2=NC(=NC=C21)NC2=CC=CC=C2)CCC=O (3-(3-(2,6-dimethylphenylamino)-6-(phenylamino)-1H-pyrazolo[3,4-d]pyrimidin-1-yl)propanal). Reaction SMILES: [CH3:1][C:2]1[CH:7]=[CH:6][CH:5]=[C:4]([CH3:8])[C:3]=1[NH:9][C:10]1[C:18]2[C:13](=[N:14][C:15]([NH:19][C:20]3[CH:25]=[CH:24][CH:23]=[CH:22][CH:21]=3)=[N:16][CH:17]=2)[N:12]([CH2:26][CH2:27][CH:28]([OH:31])CO)[N:11]=1>CC(C)=O.O.C(Cl)Cl>[CH3:8][C:4]1[CH:5]=[CH:6][CH:7]=[C:2]([CH3:1])[C:3]=1[NH:9][C:10]1[C:18]2[C:13](=[N:14][C:15]([NH:19][C:20]3[CH:21]=[CH:22][CH:23]=[CH:24][CH:25]=3)=[N:16][CH:17]=2)[N:12]([CH2:26][CH2:27][CH:28]=[O:31])[N:11]=1. Procedure details: A solution of 114 mg (0.3 mmol) of 4-(3-(2,6-dimethylphenylamino)-6-(phenylamino)-1H-pyrazolo[3,4-d]pyrimidin-1-yl)butane-1,2-diol 34 (Example 2) in 10 mL of acetone and 7 mL of water was treated with 585 mg (2.7 mmol) of NaIO4. The resulting tan slurry was stirred at room temperature for 6 h. The reaction mixture was diluted with CH2Cl2, filtered, and the filtrate was concentrated. The residue was dissolved in CH2Cl2 (75 mL) and washed with water (50 mL). The aqueous layer was extracted with mo... Reactants: C1(CC1)C1=CC2=C(N(C(=N2)CN(C(OC(C)(C)C)=O)C)COC)C=C1 (tert-butyl {[5-cyclopropyl-1-(methoxymethyl)-1H-benzimidazol-2-yl]methyl}methylcarbamate), C1(CC1)C=1C=CC2=C(N(C(=N2)CN(C(OC(C)(C)C)=O)C)COC)C1 (tert-butyl {[6-cyclopropyl-1-(methoxymethyl)-1H-benzimidazol-2-yl]methyl}methylcarbamate), Cl.O1CCOCC1 (hydrogen chloride 1,4-dioxane). Solvent: C1CCOC1.CCO (THF EtOH). Conditions: temperature 80 celsius, time 5 hour. Product: Cl.Cl.C1(CC1)C1=CC2=C(NC(=N2)CNC)C=C1 (1-(5-cyclopropyl-1H-benzimidazol-2-yl)-N-methylmethanamine dihydrochloride). RXN SMILES: [CH:1]1([C:4]2[CH:25]=[CH:24][C:7]3[N:8](COC)[C:9]([CH2:11][N:12](C)[C:13](=O)OC(C)(C)C)=[N:10][C:6]=3[CH:5]=2)[CH2:3][CH2:2]1.C1(C2C=CC3N=C(CN(C)C(=O)OC(C)(C)C)N(COC)C=3C=2)CC1.[ClH:51].O1CCOCC1>C1COCC1.CCO>[ClH:51].[ClH:51].[CH:1]1([C:4]2[CH:25]=[CH:24][C:7]3[NH:8][C:9]([CH2:11][NH:12][CH3:13])=[N:10][C:6]=3[CH:5]=2)[CH2:2][CH2:3]1 |f:2.3,4.5,6.7.8|. Procedure details: To a mixture of a mixture (501 mg) of tert-butyl {[5-cyclopropyl-1-(methoxymethyl)-1H-benzimidazol-2-yl]methyl}methylcarbamate and tert-butyl {[6-cyclopropyl-1-(methoxymethyl)-1H-benzimidazol-2-yl]methyl}methylcarbamate and EtOH/water (1/1, 6 mL) was added 4 M hydrogen chloride/1,4-dioxane (6 mL), followed by heating and stirring at 80° C. for 5 hours and then concentrating under reduced pressure to obtain 1-(5-cyclopropyl-1H-benzimidazol-2-yl)-N-methylmethanamine dihydrochloride (328 mg). Reactants: N(=[N+]=[N-])CCC[C@@]1(SC(=NN1C([C@H](C)O[Si](C1=CC=CC=C1)(C1=CC=CC=C1)C(C)(C)C)=O)C1=C(C=CC(=C1)F)F)C1=CC=CC=C1 ((S)-1-((R)-2-(3-azidopropyl)-5-(2,5-difluorophenyl)-2-phenyl-1,3,4-thiadiazol-3(2H)-yl)-2-(tert-butyldiphenylsilyloxy)propan-1-one), NCCC[C@]1(SC(=NN1C([C@H](C)OC)=O)C1=C(C=CC(=C1)F)F)C1=CC=CC=C1 ((S)-1-((S)-2-(3-aminopropyl)-5-(2,5-difluorophenyl)-2-phenyl-1,3,4thiadiazol-3(2H)-yl)-2-methoxypropan-1-one). Yields the product NCCC[C@@]1(SC(=NN1C([C@H](C)OC)=O)C1=C(C=CC(=C1)F)F)C1=CC=CC=C1 ((S)-1-((R)-2-(3-aminopropyl)-5-(2,5-difluorophenyl)-2-phenyl-1,3,4-thiadiazol-3(2H)-yl)-2-methoxypropan-1-one). As a reaction SMILES: N(CCC[C@@]1(C2C=CC=CC=2)N(C(=O)[C@@H](O[Si](C(C)(C)C)(C2C=CC=CC=2)C2C=CC=CC=2)C)N=C(C2C=C(F)C=CC=2F)S1)=[N+]=[N-].[NH2:48][CH2:49][CH2:50][CH2:51][C@:52]1([C:71]2[CH:76]=[CH:75][CH:74]=[CH:73][CH:72]=2)[N:56]([C:57](=[O:62])[C@@H:58]([O:60][CH3:61])[CH3:59])[N:55]=[C:54]([C:63]2[CH:68]=[C:67]([F:69])[CH:66]=[CH:65][C:64]=2[F:70])[S:53]1>>[NH2:48][CH2:49][CH2:50][CH2:51][C@@:52]1([C:71]2[CH:76]=[CH:75][CH:74]=[CH:73][CH:72]=2)[N:56]([C:57](=[O:62])[C@@H:58]([O:60][CH3:61])[CH3:59])[N:55]=[C:54]([C:63]2[CH:68]=[C:67]([F:69])[CH:66]=[CH:65][C:64]=2[F:70])[S:53]1. Procedure: Prepared as previously described in Example 71 using (S)-1-((R)-2-(3-azidopropyl)-5-(2,5-difluorophenyl)-2-phenyl-1,3,4-thiadiazol-3(2H)-yl)-2-(tert-butyldiphenylsilyloxy)propan-1-one from Step C. MS ESI (+) m/z 420 (M+1) detected; 1H NMR (400 MHz, CDCl3) δ 7.51 (m, 1H), 7.44 (m, 2H), 7.36 (m, 2H), 7.29 (m, 1H), 7.12 (m, 2H), 4.71 (q, 1H, J=6 Hz), 3.32 (s, 3H), 3.23 (m, 1H), 2.84 (m, 2H), 2.43 (m, 1H), 1.93 (m, 1H), 1.50 (d, 3H, J=6 Hz), 1.44 (m, 2H), 1.34 (m, 1H). Stereochemistry was assigned b...